From a dataset of the Open Reaction Database (ORD), a public repository of structured organic reaction records. describe an organic reaction: reactants, conditions, products, and yield Starting materials: CC(=O)O[BH-](OC(C)=O)OC(C)=O, CC(C)(C)c1ccc(C=O)c(O)c1, CCCN, CO, ClCCl, [Na+]. Yields the product CCCNCc1ccc(C(C)(C)C)cc1O. Reaction SMILES: [C:18]([O:19][BH-:20]([O:21][C:22](=[O:23])[CH3:24])[O:25][C:26](=[O:27])[CH3:28])(=[O:29])[CH3:30].[C:1]([CH3:2])([CH3:3])([CH3:4])[c:5]1[cH:6][c:7]([OH:13])[c:8]([CH:9]=[O:10])[cH:11][cH:12]1.[CH2:14]([CH2:15][CH3:16])[NH2:17].[CH3:35][OH:36].[Cl:32][CH2:33][Cl:34].[Na+:31]>>[C:1]([CH3:2])([CH3:3])([CH3:4])[c:5]1[cH:6][c:7]([OH:13])[c:8]([CH2:9][NH:17][CH2:14][CH2:15][CH3:16])[cH:11][cH:12]1. Starting materials: C1CCOC1, CCO, CCOC(=O)CC(=O)CCl, [H][H]. Product: CCOC(=O)CC(O)CCl. RXN SMILES: [CH2:1]1[O:2][CH2:3][CH2:4][CH2:5]1.[CH3:18][CH2:19][OH:20].[Cl:6][CH2:7][C:8]([CH2:9][C:10](=[O:11])[O:12][CH2:13][CH3:14])=[O:15].[H:16][H:17]>>[Cl:6][CH2:7][CH:8]([CH2:9][C:10](=[O:11])[O:12][CH2:13][CH3:14])[OH:15]. Procedure: 1,1-Carbonyldiimidazole (671 mg, 4.14 mmol) was added to a stirred solution of {[3-(2′,4′,5′-trifluoro-biphenyl-4-yloxymethyl)-benzoyl]-methyl-amino}-acetic acid (1.1 g, 3.07 mmol) in 5 mL NMP in an ice bath under argon for 3 hrs. To this mixture was added methanesulfonamide (437 mg, 4.6 mmol) and 1,8-diazobicyclo[5.4.0]undec-7-ene (0.684 mL, 4.6 mmol). The reaction was stirred at RT overnight. An additional 0.5 equiv. each of 1,1-carbonyldiimidazole (335 mg, 2.07 mmol), methanesulfonamide (197 ... Run in CN1CCCC1=O (NMP). Conditions: time 8 hour. Product: CS(=O)(=O)NC(CN(C(C1=CC(=CC=C1)COC1=CC=C(C=C1)C1=C(C=C(C(=C1)F)F)F)=O)C)=O (N-(2-methanesulfonylamino-2-oxo-ethyl)-N-methyl-3-(2′,4′,5′-trifluoro-biphenyl-4-yloxymethyl)-benzamide). Starting materials: 1,1-carbonyldiimidazole, CS(=O)(=O)N (methanesulfonamide), 1,8-diazobicyclo[5.4.0]undec-7-ene, 1,1-Carbonyldiimidazole, FC1=C(C=C(C(=C1)F)F)C1=CC=C(C=C1)OCC=1C=C(C(=O)N(C)CC(=O)O)C=CC1 ({[3-(2′,4′,5′-trifluoro-biphenyl-4-yloxymethyl)-benzoyl]-methyl-amino}-acetic acid), CS(=O)(=O)N (methanesulfonamide), 1,8-diazobicyclo[5.4.0]undec-7-ene. Yield: 9.8%. As a reaction SMILES: [F:1][C:2]1[CH:7]=[C:6]([F:8])[C:5]([F:9])=[CH:4][C:3]=1[C:10]1[CH:15]=[CH:14][C:13]([O:16][CH2:17][C:18]2[CH:19]=[C:20]([CH:29]=[CH:30][CH:31]=2)[C:21]([N:23]([CH2:25][C:26]([OH:28])=O)[CH3:24])=[O:22])=[CH:12][CH:11]=1.[CH3:32][S:33]([NH2:36])(=[O:35])=[O:34]>CN1C(=O)CCC1>[CH3:32][S:33]([NH:36][C:26](=[O:28])[CH2:25][N:23]([CH3:24])[C:21](=[O:22])[C:20]1[CH:29]=[CH:30][CH:31]=[C:18]([CH2:17][O:16][C:13]2[CH:14]=[CH:15][C:10]([C:3]3[CH:4]=[C:5]([F:9])[C:6]([F:8])=[CH:7][C:2]=3[F:1])=[CH:11][CH:12]=2)[CH:19]=1)(=[O:35])=[O:34]. The reactants are ClC=1C=C(C=CC1Cl)C1(CN(CC1)C(C1=CC(=C(C(=C1)OC)OC)OC)=O)CCCS(=O)(=O)[O-] (2-[3-(3,4-dichloro-phenyl)-1-(3,4,5-trimethoxy-benzoyl)-pyrrolidin-3-yl]-ethyl-methanesulfonate), Cl.COC=1C=C(C=CC1)C1(CCNCC1)C(=O)N (4-(3-methoxy-phenyl)-piperidine-4-carboxylic acid amide hydrochloride). Product: ClC=1C=C(C=CC1Cl)C1(CN(CC1)C(C1=CC(=C(C(=C1)OC)OC)OC)=O)CCN1CCC(CC1)(C(=O)N)C1=CC(=CC=C1)OC (1-[2-[3-(3,4-dichloro-phenyl)-1-(3,4,5-trimethoxy-benzoyl)-pyrrolidin-3-yl]-ethyl]-4-(3-methoxy-phenyl)-piperidine-4-carboxylic acid amide). RXN SMILES: [Cl:1][C:2]1[CH:3]=[C:4]([C:9]2([CH2:28][CH2:29]CS([O-])(=O)=O)[CH2:13][CH2:12][N:11]([C:14](=[O:27])[C:15]3[CH:20]=[C:19]([O:21][CH3:22])[C:18]([O:23][CH3:24])=[C:17]([O:25][CH3:26])[CH:16]=3)[CH2:10]2)[CH:5]=[CH:6][C:7]=1[Cl:8].Cl.[CH3:36][O:37][C:38]1[CH:39]=[C:40]([C:44]2([C:50]([NH2:52])=[O:51])[CH2:49][CH2:48][NH:47][CH2:46][CH2:45]2)[CH:41]=[CH:42][CH:43]=1>>[Cl:1][C:2]1[CH:3]=[C:4]([C:9]2([CH2:28][CH2:29][N:47]3[CH2:46][CH2:45][C:44]([C:40]4[CH:41]=[CH:42][CH:43]=[C:38]([O:37][CH3:36])[CH:39]=4)([C:50]([NH2:52])=[O:51])[CH2:49][CH2:48]3)[CH2:13][CH2:12][N:11]([C:14](=[O:27])[C:15]3[CH:20]=[C:19]([O:21][CH3:22])[C:18]([O:23][CH3:24])=[C:17]([O:25][CH3:26])[CH:16]=3)[CH2:10]2)[CH:5]=[CH:6][C:7]=1[Cl:8] |f:1.2|. Reported procedure: Prepare by the method of example 27.3.1 using 2-[3-(3,4-dichloro-phenyl)-1-(3,4,5-trimethoxy-benzoyl)-pyrrolidin-3-yl]-ethyl-methanesulfonate (0.75 g, 1.4 mmol) and 4-(3-methoxy-phenyl)-piperidine-4-carboxylic acid amide hydrochloride (0.5 g, 1.85 mmol) to give the title compound: Rf =0.43 (silica gel, 10%methanol/chloroform). The reactants are C(C)OC(CN1N=CC=2[C@@H](CCCC12)NS(=O)(=O)C1=CC(=CC(=C1)C(F)(F)F)C(=C)C)=O ((R)-[4-(3-isopropenyl-5-trifluoromethyl-benzenesulfonylamino)-4,5,6,7-tetrahydro-indazol-1-yl]-acetic acid ethyl ester), intermediate. Reagents/catalysts: [Pd] (Pd/C). The solvent is CO (methanol). Yields the product C(C)OC(CN1N=CC=2[C@@H](CCCC12)NS(=O)(=O)C1=CC(=CC(=C1)C(F)(F)F)C(C)C)=O ((R)-[4-(3-isopropyl-5-trifluoromethyl-benzenesulfonylamino)-4,5,6,7-tetrahydro-indazol-1-yl]-acetic acid ethyl ester). Isolated yield 96.8%. Reaction SMILES: [CH2:1]([O:3][C:4](=[O:32])[CH2:5][N:6]1[C:14]2[CH2:13][CH2:12][CH2:11][C@@H:10]([NH:15][S:16]([C:19]3[CH:24]=[C:23]([C:25]([F:28])([F:27])[F:26])[CH:22]=[C:21]([C:29]([CH3:31])=[CH2:30])[CH:20]=3)(=[O:18])=[O:17])[C:9]=2[CH:8]=[N:7]1)[CH3:2]>CO.[Pd]>[CH2:1]([O:3][C:4](=[O:32])[CH2:5][N:6]1[C:14]2[CH2:13][CH2:12][CH2:11][C@@H:10]([NH:15][S:16]([C:19]3[CH:24]=[C:23]([C:25]([F:27])([F:28])[F:26])[CH:22]=[C:21]([CH:29]([CH3:31])[CH3:30])[CH:20]=3)(=[O:18])=[O:17])[C:9]=2[CH:8]=[N:7]1)[CH3:2]. Reported procedure: A solution of (R)-[4-(3-isopropenyl-5-trifluoromethyl-benzenesulfonylamino)-4,5,6,7-tetrahydro-indazol-1-yl]-acetic acid ethyl ester (using a method analogous to the one described for 1st step intermediate of example 11-1) (34 mg, 0.072 mmol) in methanol was hydrogenated over 10% Pd/C (6 mg) under 30 psi for 3 hours at room temperature. The reaction mixture was filtered through a glass funnel and concentrated to afford (R)-[4-(3-isopropyl-5-trifluoromethyl-benzenesulfonylamino)-4,5,6,7-tetrahydr... Starting materials: [Br-], CCOCC, N#CC1CN(C(c2ccccc2)c2ccccc2)C1, [Mg+]c1ccc(Cl)cc1, Clc1ccccc1. Yields the product O=C(c1ccc(Cl)cc1)C1CN(C(c2ccccc2)c2ccccc2)C1. As a reaction SMILES: [Br-:20].[CH2:29]([O:31][CH2:30][CH3:32])[CH3:33].[CH:1]([c:2]1[cH:3][cH:4][cH:5][cH:6][cH:7]1)([c:8]1[cH:9][cH:10][cH:11][cH:12][cH:13]1)[N:14]1[CH2:15][CH:16]([C:18]#[N:19])[CH2:17]1.[Cl:21][c:22]1[cH:23][cH:24][c:25]([Mg+:28])[cH:26][cH:27]1.[Cl:34][c:35]1[cH:36][cH:37][cH:38][cH:39][cH:40]1>>[CH:1]([c:2]1[cH:3][cH:4][cH:5][cH:6][cH:7]1)([c:8]1[cH:9][cH:10][cH:11][cH:12][cH:13]1)[N:14]1[CH2:15][CH:16]([C:18]([c:25]2[cH:24][cH:23][c:22]([Cl:21])[cH:27][cH:26]2)=[O:31])[CH2:17]1. Reactants: C1CCOC1, Cc1ccc(-c2nc(CC(=O)O)c(C)o2)s1. As a reaction SMILES: [CH2:17]1[O:18][CH2:19][CH2:20][CH2:21]1.[CH3:1][c:2]1[c:3]([CH2:13][C:14](=[O:15])[OH:16])[n:4][c:5](-[c:7]2[s:8][c:9]([CH3:12])[cH:10][cH:11]2)[o:6]1>>[CH3:1][c:2]1[c:3]([CH2:13][CH2:14][OH:15])[n:4][c:5](-[c:7]2[s:8][c:9]([CH3:12])[cH:10][cH:11]2)[o:6]1. Yields the product Cc1ccc(-c2nc(CCO)c(C)o2)s1. The reactants are ClC=1C=C(CCl)C=C(C1)Cl (3,5-dichlorobenzylchloride), [C-]#N.[K+] (KCN). The reagents and catalysts are S(=O)(=O)(O)[O-].C(CCC)[N+](CCCC)(CCCC)CCCC (tetrabutylammonium hydrogen sulphate). Solvent: ClCCl (dichloromethane), ClCCl (dichloromethane), O (water). Reaction conditions: time 22 hour. Yields the product ClC=1C=C(C=C(C1)Cl)CC#N (3,5-Dichlorophenylacetonitrile). As a reaction SMILES: [Cl:1][C:2]1[CH:3]=[C:4]([CH:7]=[C:8]([Cl:10])[CH:9]=1)[CH2:5]Cl.[C-:11]#[N:12].[K+]>ClCCl.S([O-])(O)(=O)=O.C([N+](CCCC)(CCCC)CCCC)CCC.O>[Cl:1][C:2]1[CH:3]=[C:4]([CH2:5][C:11]#[N:12])[CH:7]=[C:8]([Cl:10])[CH:9]=1 |f:1.2,4.5|. Procedure details: To a vigorously stirred solution of 3,5-dichlorobenzylchloride (28 g) in dichloromethane (150 ml) was added a mixture of KCN (27.5 g) and tetrabutylammonium hydrogen sulphate (2.38 g) in water (110 ml). After stirring at room temperature for 22 hours, the mixture was diluted with dichloromethane, the organic phase washed with water and concentrated in vacuo to leave an oil. Filtration through silica with toluene followed by concentration then trituration with hexane gave the desired product as a... Reactants: CN(S(=O)(=O)N(OC)S(=O)(=O)NC(OC1=CC=CC=C1)=O)C (phenyl N-[(N-dimethylsulfamoyl-N-methoxyamino)sulfonyl]carbamate), CC1=NNC(C1)C1=CC=CC=C1 (3-methyl-5-phenyl-2-pyrazoline). The solvent is C1=CC=CC=C1 (benzene). Yields the product CN(S(=O)(=O)N(OC)S(=O)(=O)NC(=O)N1N=C(CC1C1=CC=CC=C1)C)C (1-[(N-dimethylsulfamoyl-N-methoxyamino)sulfonylcarbamoyl]-3-methyl-5-phenyl-2-pyrazoline). Isolated yield 23.8%. RXN SMILES: [CH3:1][N:2]([CH3:22])[S:3]([N:6]([S:9]([NH:12][C:13](=O)[O:14]C1C=CC=CC=1)(=[O:11])=[O:10])[O:7][CH3:8])(=[O:5])=[O:4].[CH3:23][C:24]1[CH2:28][CH:27]([C:29]2[CH:34]=[CH:33][CH:32]=[CH:31][CH:30]=2)[NH:26][N:25]=1>C1C=CC=CC=1>[CH3:22][N:2]([CH3:1])[S:3]([N:6]([S:9]([NH:12][C:13]([N:26]1[CH:27]([C:29]2[CH:34]=[CH:33][CH:32]=[CH:31][CH:30]=2)[CH2:28][C:24]([CH3:23])=[N:25]1)=[O:14])(=[O:11])=[O:10])[O:7][CH3:8])(=[O:4])=[O:5]. Procedure details: 4.24 g (12 mmol) of phenyl N-[(N-dimethylsulfamoyl-N-methoxyamino)sulfonyl]carbamate was dissolved in 30 ml of dry benzene, and 1.6 g (10 mmol) of 3-methyl-5-phenyl-2-pyrazoline was added thereto. The mixture was refluxed for 5 minutes. The mixture was left to cool, and the solvent was distilled off under reduced pressure. The residue was purified by reverse phase column chromatography (CH3CN: H2O=7:3) to obtain 1.0 g of the desired 1-[(N-dimethylsulfamoyl-N-methoxyamino)sulfonylcarbamoyl]-3-met...